Dataset: the Open Reaction Database (ORD), a public repository of structured organic reaction records. Task: describe an organic reaction: reactants, conditions, products, and yield The reactants are CO, Cl, [Na+], [OH-], COC(=O)c1cc(NC(=O)CC(=O)c2ccc(-c3ccccc3)cc2)ccc1OCCN1CCCC1. The product is O=C(CC(=O)c1ccc(-c2ccccc2)cc1)Nc1ccc(OCCN2CCCC2)c(C(=O)O)c1. RXN SMILES: [CH3:40][OH:41].[ClH:39].[Na+:38].[OH-:37].[c:1]1(-[c:31]2[cH:32][cH:33][cH:34][cH:35][cH:36]2)[cH:2][cH:3][c:4]([C:7]([CH2:8][C:9](=[O:10])[NH:11][c:12]2[cH:13][cH:14][c:15]([O:22][CH2:23][CH2:24][N:25]3[CH2:26][CH2:27][CH2:28][CH2:29]3)[c:16]([C:17](=[O:18])[O:19][CH3:20])[cH:21]2)=[O:30])[cH:5][cH:6]1>>[c:1]1(-[c:31]2[cH:32][cH:33][cH:34][cH:35][cH:36]2)[cH:2][cH:3][c:4]([C:7]([CH2:8][C:9](=[O:10])[NH:11][c:12]2[cH:13][cH:14][c:15]([O:22][CH2:23][CH2:24][N:25]3[CH2:26][CH2:27][CH2:28][CH2:29]3)[c:16]([C:17](=[O:18])[OH:19])[cH:21]2)=[O:30])[cH:5][cH:6]1. Starting materials: C(C)(C)(C)OC(NCCCCCN)=O ((5-Amino-pentyl)-carbamic acid tert-butyl ester), C(=S)=S (CS2), N#CN (cyanamide). The reagents and catalysts are CCN(CC)CC (NEt3). Solvent: C1CCOC1 (THF). Conditions: time 14 hour. Product: C(C)(C)(C)OC(NCCCCCN=C=S)=O ((5-Isothiocyanato-pentyl)-carbamic Acid tert-Butyl Ester). Yield: 92.6%. Reaction SMILES: [C:1]([O:5][C:6](=[O:14])[NH:7][CH2:8][CH2:9][CH2:10][CH2:11][CH2:12][NH2:13])([CH3:4])([CH3:3])[CH3:2].[C:15](=S)=[S:16].N#CN>C1COCC1.CCN(CC)CC>[C:1]([O:5][C:6](=[O:14])[NH:7][CH2:8][CH2:9][CH2:10][CH2:11][CH2:12][N:13]=[C:15]=[S:16])([CH3:4])([CH3:2])[CH3:3]. Reported procedure: To a solution of 2 g (9.9 mmol) (5-Amino-pentyl)-carbamic acid tert-butyl ester in 40 ml THF at 0° C. was added 896 μl (14.83 mmol) CS2 and allowed to stir at room temperature for 14 h. 623 mg (14.83 mmol) cyanamide and 4 drops NEt3 was added and the mixture was heated to 4° C. for 3 h. The mixture was extracted with diethyl ether and the combined organic layers were dried with MgSO4. After filtration and removal of the volatiles the residue was purified by flash column chromatography on silica ... Starting materials: NC(CC(C(=O)OC)C)C=1C(=NC=CC1OC)OC (methyl 4-amino-4-(2,4-dimethoxypyridin-3-yl)-2-methylbutanoate), CC1=CN=C(S1)C=1C=C(C=O)C=CC1 (3-(5-methylthiazol-2-yl)benzaldehyde). Product: COC1=NC=CC(=C1C1CC(C(N1CC1=CC(=CC=C1)C=1SC(=CN1)C)=O)C)OC (5-(2,4-dimethoxypyridin-3-yl)-3-methyl-1-(3-(5-methylthiazol-2-yl)benzyl)pyrrolidin-2-one). Reaction SMILES: [NH2:1][CH:2]([C:10]1[C:11]([O:18][CH3:19])=[N:12][CH:13]=[CH:14][C:15]=1[O:16][CH3:17])[CH2:3][CH:4]([CH3:9])[C:5]([O:7]C)=O.[CH3:20][C:21]1[S:25][C:24]([C:26]2[CH:27]=[C:28]([CH:31]=[CH:32][CH:33]=2)[CH:29]=O)=[N:23][CH:22]=1>>[CH3:19][O:18][C:11]1[C:10]([CH:2]2[N:1]([CH2:29][C:28]3[CH:31]=[CH:32][CH:33]=[C:26]([C:24]4[S:25][C:21]([CH3:20])=[CH:22][N:23]=4)[CH:27]=3)[C:5](=[O:7])[CH:4]([CH3:9])[CH2:3]2)=[C:15]([O:16][CH3:17])[CH:14]=[CH:13][N:12]=1. Procedure details: Prepared according to the described general procedure 2 (GP2) by reaction of methyl 4-amino-4-(2,4-dimethoxypyridin-3-yl)-2-methylbutanoate with 3-(5-methylthiazol-2-yl)benzaldehyde. Subsequent purification by preparative HPLC afforded the target compound. LC-MS (conditions A): tR=0.75 min.; [M+H]+: 423.87 g/mol.